Dataset: the Open Reaction Database (ORD), a public repository of structured organic reaction records. Task: describe an organic reaction: reactants, conditions, products, and yield Starting materials: COc1ccc(Br)c(C(=O)O)c1, [Li]CCCC, COc1ccc(C(=O)N(C)OC)cc1, CCCCCC, C1CCOC1. The product is COc1ccc(C(=O)c2ccc(OC)cc2C(=O)O)cc1. Reaction SMILES: [Br:1][c:2]1[c:3]([C:4](=[O:5])[OH:6])[cH:7][c:8]([O:11][CH3:12])[cH:9][cH:10]1.[CH2:13]([Li:14])[CH2:15][CH2:16][CH3:17].[CH3:18][O:19][N:20]([C:21]([c:22]1[cH:23][cH:24][c:25]([O:28][CH3:29])[cH:26][cH:27]1)=[O:30])[CH3:31].[CH3:37][CH2:38][CH2:39][CH2:40][CH2:41][CH3:42].[O:32]1[CH2:33][CH2:34][CH2:35][CH2:36]1>>[c:2]1([C:21]([c:22]2[cH:23][cH:24][c:25]([O:28][CH3:29])[cH:26][cH:27]2)=[O:30])[c:3]([C:4](=[O:5])[OH:6])[cH:7][c:8]([O:11][CH3:12])[cH:9][cH:10]1. Starting materials: C(CCCCCCCCC)C1=CC=C(C(=O)O)C=C1 (p-decylbenzoic acid), B (borane), Cl (hydrochloric acid). Solvent: O1CCCC1 (tetrahydrofuran), O1CCCC1 (tetrahydrofuran). Product: C(CCCCCCCCC)C1=CC=C(CO)C=C1 (p-Decylbenzyl alcohol). Reaction SMILES: B.[CH2:2]([C:12]1[CH:20]=[CH:19][C:15]([C:16](O)=[O:17])=[CH:14][CH:13]=1)[CH2:3][CH2:4][CH2:5][CH2:6][CH2:7][CH2:8][CH2:9][CH2:10][CH3:11].Cl>O1CCCC1>[CH2:2]([C:12]1[CH:13]=[CH:14][C:15]([CH2:16][OH:17])=[CH:19][CH:20]=1)[CH2:3][CH2:4][CH2:5][CH2:6][CH2:7][CH2:8][CH2:9][CH2:10][CH3:11]. Procedure details: To 69.5 ml. of 1 molar borane in tetrahydrofuran chilled in an ice bath is added dropwise over 40 minutes a solution of 17.2 g. of p-decylbenzoic acid in 150 ml. of dry tetrahydrofuran. The mixture is refluxed for 3.5 hours, chilled, 5 ml. of concentrated hydrochloric acid is added and the mixture poured onto ice. The mixture is filtered and the solid washed with water to give white crystals.